From a dataset of the Open Reaction Database (ORD), a public repository of structured organic reaction records. describe an organic reaction: reactants, conditions, products, and yield Run in C(C)O (ethanol). The reactants are FC(C1=C(CN2CCC(CC2)C=O)C=CC(=C1)C(F)(F)F)(F)F (1-[2,4-bis(trifluoromethyl)benzyl]piperidine-4-carbaldehyde), C(C)N(CCNC1=NC(SC1)=O)CC (4-{[2-(diethylamino)ethyl]amino}-1,3-thiazol-2(5H)-one), CC(C)([O-])C.[K+] (potassium tert-butoxide). Reaction SMILES: [F:1][C:2]([F:23])([F:22])[C:3]1[CH:17]=[C:16]([C:18]([F:21])([F:20])[F:19])[CH:15]=[CH:14][C:4]=1[CH2:5][N:6]1[CH2:11][CH2:10][CH:9]([CH:12]=O)[CH2:8][CH2:7]1.[CH2:24]([N:26]([CH2:36][CH3:37])[CH2:27][CH2:28][NH:29][C:30]1[CH2:34][S:33][C:32](=[O:35])[N:31]=1)[CH3:25].CC(C)([O-])C.[K+]>C(O)C>[F:23][C:2]([F:1])([F:22])[C:3]1[CH:17]=[C:16]([C:18]([F:20])([F:21])[F:19])[CH:15]=[CH:14][C:4]=1[CH2:5][N:6]1[CH2:7][CH2:8][CH:9](/[CH:12]=[C:34]2/[C:30]([NH:29][CH2:28][CH2:27][N:26]([CH2:36][CH3:37])[CH2:24][CH3:25])=[N:31][C:32](=[O:35])[S:33]/2)[CH2:10][CH2:11]1 |f:2.3|. Isolated yield 74.7%. Yields the product FC(C1=C(CN2CCC(CC2)\C=C/2\C(=NC(S2)=O)NCCN(CC)CC)C=CC(=C1)C(F)(F)F)(F)F ((5Z)-5-({1-[2,4-bis(trifluoromethyl)benzyl]piperidin-4-yl}methylidene)-4-{[2-(diethylamino)ethyl]amino}-1,3-thiazol-2(5H)-one). Reaction conditions: temperature 80 celsius, time 20 minute. Reported procedure: To a solution of 1-[2,4-bis(trifluoromethyl)benzyl]piperidine-4-carbaldehyde (6.64 g) and 4-{[2-(diethylamino)ethyl]amino}-1,3-thiazol-2(5H)-one (5.48 g) in ethanol (98 mL) was added potassium tert-butoxide (2.85 g). The reaction mixture was stirred at 80° C. for 20 min, the solvent was evaporated under reduced pressure, and the residue was purified by silica gel column chromatography (NH, ethyl acetate/hexane). The solvent was evaporated under reduced pressure, the residue was dissolved in ethy...